Dataset: the Open Reaction Database (ORD), a public repository of structured organic reaction records. Task: describe an organic reaction: reactants, conditions, products, and yield The reactants are Cc1ccc(S(=O)(=O)NC(C)(C)C)cc1[N+](=O)[O-], COC(OC)N(C)C. Reaction SMILES: [C:1]([CH3:2])([CH3:3])([CH3:4])[NH:5][S:6](=[O:7])(=[O:8])[c:9]1[cH:10][c:11]([N+:16](=[O:17])[O-:18])[c:12]([CH3:15])[cH:13][cH:14]1.[CH3:19][O:20][CH:21]([N:22]([CH3:23])[CH3:24])[O:25][CH3:26]>>[C:1]([CH3:2])([CH3:3])([CH3:4])[NH:5][S:6](=[O:7])(=[O:8])[c:9]1[cH:10][c:11]([N+:16](=[O:17])[O-:18])[c:12]([CH:15]=[CH:21][N:22]([CH3:23])[CH3:24])[cH:13][cH:14]1. The product is CN(C)C=Cc1ccc(S(=O)(=O)NC(C)(C)C)cc1[N+](=O)[O-].